This data is from the Open Reaction Database (ORD), a public repository of structured organic reaction records. The task is: describe an organic reaction: reactants, conditions, products, and yield Reactants: CS(=O)(=O)OCCN1N=CC=2C3=C(CCC12)C1=C(S3)N=CN=C1NC1=CC(=C(C=C1)OCC1=CC(=CC=C1)F)Cl (2-[6-({3-chloro-4-[(3-fluorobenzyl)oxy]phenyl}amino)-4,5-dihydro-3H-pyrimido[5′,4′:4,5]thieno[2,3-e]indazol-3-yl]ethyl methanesulfonate), N1CCOCC1 (morpholine), C(C)(C)N(CC)C(C)C (diisopropylethylamine). Run in CC#N (CH3CN). Reaction conditions: temperature 70 celsius. Yields the product ClC=1C=C(C=CC1OCC1=CC(=CC=C1)F)NC=1N=CN=C2C1C1=C(C=3C=NN(C3CC1)CCN1CCOCC1)S2 (N-{3-chloro-4-[(3-fluorobenzyl)oxy]phenyl}-3-(2-morpholin-4-ylethyl)-4,5-dihydro-3H-pyrimido[5′,4′:4,5]thieno[2,3-e]indazol-6-amine). Isolated yield 58.6%. RXN SMILES: CS(O[CH2:6][CH2:7][N:8]1[C:16]2[CH2:15][CH2:14][C:13]3[C:17]4[C:23]([NH:24][C:25]5[CH:30]=[CH:29][C:28]([O:31][CH2:32][C:33]6[CH:38]=[CH:37][CH:36]=[C:35]([F:39])[CH:34]=6)=[C:27]([Cl:40])[CH:26]=5)=[N:22][CH:21]=[N:20][C:18]=4[S:19][C:12]=3[C:11]=2[CH:10]=[N:9]1)(=O)=O.[NH:41]1[CH2:46][CH2:45][O:44][CH2:43][CH2:42]1.C(N(C(C)C)CC)(C)C>CC#N>[Cl:40][C:27]1[CH:26]=[C:25]([NH:24][C:23]2[N:22]=[CH:21][N:20]=[C:18]3[S:19][C:12]4[C:11]5[CH:10]=[N:9][N:8]([CH2:7][CH2:6][N:41]6[CH2:46][CH2:45][O:44][CH2:43][CH2:42]6)[C:16]=5[CH2:15][CH2:14][C:13]=4[C:17]=23)[CH:30]=[CH:29][C:28]=1[O:31][CH2:32][C:33]1[CH:38]=[CH:37][CH:36]=[C:35]([F:39])[CH:34]=1. Procedure details: To 2 mL CH3CN were sequentially added 2-[6-({3-chloro-4-[(3-fluorobenzyl)oxy]phenyl}amino)-4,5-dihydro-3H-pyrimido[5′,4′:4,5]thieno[2,3-e]indazol-3-yl]ethyl methanesulfonate (80 mg, 0.13 mmol), morpholine (18 mg, 0.20 mmol), and diisopropylethylamine (35 mg, 0.27 mmol). The reaction mixture was then heated up to 70° C. for 14 h. Upon cooling down, the crude was purified by HPLC to afford the desired product as an off-white solid (45 mg, 54%). 1H-NMR (DMSO-d6) δ 8.38 (s, 1H), 7.80 (d, 1H), 7.53 (... The reactants are COCCOc1cc2c(Nc3ccc4c(cnn4C(=O)OC(C)(C)C)c3)nc(-c3cccc(NC(=O)CN4CCOCC4)c3)nc2cc1OC, ClCCl, O=C(O)C(F)(F)F. Product: COCCOc1cc2c(Nc3ccc4[nH]ncc4c3)nc(-c3cccc(NC(=O)CN4CCOCC4)c3)nc2cc1OC, O=C(O)C(F)(F)F. RXN SMILES: [CH3:1][O:2][c:3]1[c:4]([O:46][CH2:47][CH2:48][O:49][CH3:50])[cH:5][c:6]2[c:7]([NH:29][c:30]3[cH:31][c:32]4[cH:33][n:34][n:35]([C:39]([O:40][C:41]([CH3:42])([CH3:43])[CH3:44])=[O:45])[c:36]4[cH:37][cH:38]3)[n:8][c:9](-[c:13]3[cH:14][c:15]([NH:19][C:20]([CH2:21][N:22]4[CH2:23][CH2:24][O:25][CH2:26][CH2:27]4)=[O:28])[cH:16][cH:17][cH:18]3)[n:10][c:11]2[cH:12]1.[Cl:58][CH2:59][Cl:60].[F:51][C:52]([C:53](=[O:54])[OH:55])([F:56])[F:57]>>[CH3:1][O:2][c:3]1[c:4]([O:46][CH2:47][CH2:48][O:49][CH3:50])[cH:5][c:6]2[c:7]([NH:29][c:30]3[cH:31][c:32]4[cH:33][n:34][nH:35][c:36]4[cH:37][cH:38]3)[n:8][c:9](-[c:13]3[cH:14][c:15]([NH:19][C:20]([CH2:21][N:22]4[CH2:23][CH2:24][O:25][CH2:26][CH2:27]4)=[O:28])[cH:16][cH:17][cH:18]3)[n:10][c:11]2[cH:12]1.[F:51][C:52]([C:53](=[O:54])[OH:55])([F:56])[F:57].